This data is from the Open Reaction Database (ORD), a public repository of structured organic reaction records. The task is: describe an organic reaction: reactants, conditions, products, and yield The yield is 0.7%. Reagents/catalysts: O=C(O)C(F)(F)F (trifluoroacetic acid). Run at temperature 22 celsius, time 20 hour. Reactants: C(c1ncc[nH]1)=O, CC1=CN=C(C=C1)N, [C-]#[N+]C1CCCCC1. Run in CC(C)O (isopropyl alcohol), CC(C)O (isopropylalcohol). Product: Cc1ccc2nc(c3ncc[nH]3)c(NC3CCCCC3)n2c1. As a reaction SMILES: CC1=CC=C(N)N=C1.[C-]#[N+]C1CCCCC1.O=CC1=NC=CN1>>CC1=CN2C(C=C1)=NC(C1=NC=CN1)=C2NC1CCCCC1. The reactants are BrC=1C=C2C(=CNC2=CC1)C[C@@H]1N(CCC1)C ((R)-5-Bromo-3-[(N-methylpyrrolidin-2-yl)methyl]-1H-indole), C(C1=CC=CC=C1)OC(=O)N1C(=CC2=CC(=CC=C12)Br)C(=O)C1NCCC1 (N-benzyloxycarbonylpyrrolidin-2-ylcarbonyl5-bromo-1H-indole). Yields the product BrC=1C=C2C(=CNC2=CC1)CCN(C)C (5-Bromo-3-[2-(N,N-dimethylamino)ethyl]-1H-indole). As a reaction SMILES: [Br:1][C:2]1[CH:3]=[C:4]2[C:8](=[CH:9][CH:10]=1)[NH:7][CH:6]=[C:5]2[CH2:11][C@H:12]1CC[CH2:14][N:13]1[CH3:17].C(OC(N1C2C(=CC(Br)=CC=2)C=C1C(C1CCCN1)=O)=O)C1C=CC=CC=1>>[Br:1][C:2]1[CH:3]=[C:4]2[C:8](=[CH:9][CH:10]=1)[NH:7][CH:6]=[C:5]2[CH2:11][CH2:12][N:13]([CH3:14])[CH3:17]. Reported procedure: (R)-5-Bromo-3-[(N-methylpyrrolidin-2-yl)methyl]-1H-indole: (63%) from (R)-3-(N-benzyloxycarbonylpyrrolidin-2-ylcarbonyl5-bromo-1H-indole (Example 2a). Starting materials: CCOC(C)=O, CS(C)=O, Nc1ccc(Oc2cc(Nc3ccccc3)ncn2)cc1, O, CS(=O)(=O)c1cccc(NC(=O)Oc2ccccc2)c1. The product is CS(=O)(=O)c1cccc(NC(=O)Nc2ccc(Oc3cc(Nc4ccccc4)ncn3)cc2)c1. RXN SMILES: [CH3:42][CH2:43][O:44][C:45](=[O:46])[CH3:47].[CH3:49][S:50]([CH3:51])=[O:52].[NH2:1][c:2]1[cH:3][cH:4][c:5]([O:6][c:7]2[cH:8][c:9]([NH:13][c:14]3[cH:15][cH:16][cH:17][cH:18][cH:19]3)[n:10][cH:11][n:12]2)[cH:20][cH:21]1.[OH2:48].[c:22]1([O:28][C:29](=[O:23])[NH:30][c:31]2[cH:32][c:33]([S:37](=[O:38])(=[O:39])[CH3:40])[cH:34][cH:35][cH:36]2)[cH:24][cH:25][cH:26][cH:27][cH:41]1>>[NH:1]([c:2]1[cH:3][cH:4][c:5]([O:6][c:7]2[cH:8][c:9]([NH:13][c:14]3[cH:15][cH:16][cH:17][cH:18][cH:19]3)[n:10][cH:11][n:12]2)[cH:20][cH:21]1)[C:29](=[O:28])[NH:30][c:31]1[cH:32][c:33]([S:37](=[O:38])(=[O:39])[CH3:40])[cH:34][cH:35][cH:36]1. Starting materials: C12(C(=O)CC(CC1)C2(C)C)CS(=O)(=O)O.N[C@@H]2C(N(C1=C(C(=N2)C2=CC=CC=C2)C=CC=C1)C)=O (3(S)-(-)-amino-1,3-dihydro-1-methyl-5-phenyl-2H-1, 4-benzodiazepin-2-one camphor sulfonate salt), C(=O)(O)[O-].[Na+] (NaHCO3). Solvent: C(C)(=O)OCC (ethyl acetate). Yields the product N[C@@H]1C(N(C2=C(C(=N1)C1=CC=CC=C1)C=CC=C2)C)=O (3(S)-(-)-Amino-1,3-dihydro-1-methyl-5-phenyl-2 H-1,4-benzodiazepin-2-one). As a reaction SMILES: C12(CS(O)(=O)=O)C(C)(C)C(CC1)CC2=O.[NH2:16][C@H:17]1[N:23]=[C:22]([C:24]2[CH:29]=[CH:28][CH:27]=[CH:26][CH:25]=2)[C:21]2[CH:30]=[CH:31][CH:32]=[CH:33][C:20]=2[N:19]([CH3:34])[C:18]1=[O:35].C([O-])(O)=O.[Na+]>C(OCC)(=O)C>[NH2:16][C@H:17]1[N:23]=[C:22]([C:24]2[CH:29]=[CH:28][CH:27]=[CH:26][CH:25]=2)[C:21]2[CH:30]=[CH:31][CH:32]=[CH:33][C:20]=2[N:19]([CH3:34])[C:18]1=[O:35] |f:0.1,2.3|. Reported procedure: To 3(S)-(-)-amino-1,3-dihydro-1-methyl-5-phenyl-2H-1, 4-benzodiazepin-2-one camphor sulfonate salt was added 5 ml of 10% NaHCO3 (w/v) and 10 ml of ethyl acetate. The phases were thoroughly mixed and separated. The aqueous phase was re extracted with two 10 ml portions of ethyl acetate. The organic layers containing the free amine were combined and washed with 3 ml of H2O and 3 ml of brine. The organic phase was dried over anhydrous Na2SO4 and concentrated to dryness in vacuo. The amine was used ... Reactants: NC1=CC=C2C=CC=NC2=C1C (7-amino-8-methylquinoline), C(C)N=C(N(C(=O)OCC1=CC=CC=C1)C(=O)OCC1=CC=CC=C1)S (ethyl N,N-bis(benzyloxy-carbonyl)pseudothiourea), mercuric acetate, C(C1=CC=CC=C1)OC(=O)N=C(NC1=CC=C2C=CC=NC2=C1C)NC(=O)OCC1=CC=CC=C1 (7-[N2,N3-Bis(benzyloxycarbonyl)guanidino]-8-methylquinoline). Solvent: O1CCCC1 (tetrahydrofuran), C(C)(=O)OCC (ethyl acetate). Reaction conditions: time 1 hour. Yields the product C(C1=CC=CC=C1)OC(=O)N=C(NC1=CC=C2C=CC=NC2=C1CC)NC(=O)OCC1=CC=CC=C1 (7-[N2,N3-bis(benzyloxycarbonyl)guanidino]-8-ethylquinoline). As a reaction SMILES: [CH2:1]([O:8][C:9]([N:11]=[C:12]([NH:25][C:26]([O:28][CH2:29][C:30]1[CH:35]=[CH:34][CH:33]=[CH:32][CH:31]=1)=[O:27])[NH:13][C:14]1[C:23]([CH3:24])=[C:22]2[C:17]([CH:18]=[CH:19][CH:20]=[N:21]2)=[CH:16][CH:15]=1)=[O:10])[C:2]1[CH:7]=[CH:6][CH:5]=[CH:4][CH:3]=1.N[C:37]1C(C)=C2C(C=CC=N2)=CC=1.C(N=C(S)N(C(OCC1C=CC=CC=1)=O)C(OCC1C=CC=CC=1)=O)C>O1CCCC1.C(OCC)(=O)C>[CH2:1]([O:8][C:9]([N:11]=[C:12]([NH:25][C:26]([O:28][CH2:29][C:30]1[CH:35]=[CH:34][CH:33]=[CH:32][CH:31]=1)=[O:27])[NH:13][C:14]1[C:23]([CH2:24][CH3:37])=[C:22]2[C:17]([CH:18]=[CH:19][CH:20]=[N:21]2)=[CH:16][CH:15]=1)=[O:10])[C:2]1[CH:7]=[CH:6][CH:5]=[CH:4][CH:3]=1. Procedure: 7-[N2,N3-Bis(benzyloxycarbonyl)guanidino]-8-methylquinoline. To a pale yellow solution of 500 mg of 7-amino-8-methylquinoline in 20 mL of tetrahydrofuran are added 1.18 g of ethyl N,N-bis(benzyloxy-carbonyl)pseudothiourea and 1.01 g of mercuric acetate and the mixture is stirred at room temperature for 1 hour. The suspension is diluted with ethyl acetate and the organic layer is washed with water followed by brine. The aqueous layers are extracted with ethyl acetate; the combined organic layers ...